From a dataset of the Open Reaction Database (ORD), a public repository of structured organic reaction records. describe an organic reaction: reactants, conditions, products, and yield Reagents/catalysts: [Pd] (palladium on carbon). Isolated yield 109.9%. Conditions: time 5 day. Reaction SMILES: [CH3:1][O:2][CH2:3][CH2:4][O:5][C:6]1[C:11]2[C:12](=[N:15]O)[CH2:13][O:14][C:10]=2[CH:9]=[CH:8][CH:7]=1>CO.O1CCCC1.[Pd]>[CH3:1][O:2][CH2:3][CH2:4][O:5][C:6]1[C:11]2[CH:12]([NH2:15])[CH2:13][O:14][C:10]=2[CH:9]=[CH:8][CH:7]=1. Solvent: CO (methanol), O1CCCC1 (tetrahydrofuran). Product: COCCOC1=CC=CC2=C1C(CO2)N (rac-4-(2-Methoxy-ethoxy)-2,3-dihydro-benzofuran-3-ylamine). Reactants: COCCOC1=CC=CC2=C1C(CO2)=NO (4-(2-methoxy-ethoxy)-benzofuran-3-one oxime). Reported procedure: A mixture of the above described 4-(2-methoxy-ethoxy)-benzofuran-3-one oxime (1.19 g, 5 mmol) in methanol (100 mL) and tetrahydrofuran (100 mL) with 10% palladium on carbon (1.42 g) was hydrogenated at 23° C. and atmospheric pressure for 5 days. Filtered the catalyst off, washed with tetrahydrofuran, evaporated the filtrate totally and dried in high vacuum to give the title compound as a red oil (1.15 g, 90%, ca. 90% purity, contains residual starting material); MS: m/e=193.1 (M−NH2+H+).